This data is from the Open Reaction Database (ORD), a public repository of structured organic reaction records. The task is: describe an organic reaction: reactants, conditions, products, and yield Starting materials: O=C1CCCO1, CCOC(C)=O, COc1cccc(C=O)c1, C1CCOC1, O. Yields the product COc1cccc(C(O)C2CCOC2=O)c1. As a reaction SMILES: [C:1]1(=[O:6])[CH2:2][CH2:3][CH2:4][O:5]1.[CH3:17][CH2:18][O:19][C:20](=[O:21])[CH3:22].[CH:7]([c:8]1[cH:9][c:10]([O:14][CH3:15])[cH:11][cH:12][cH:13]1)=[O:16].[O:24]1[CH2:25][CH2:26][CH2:27][CH2:28]1.[OH2:23]>>[C:1]1(=[O:6])[CH:2]([CH:7]([c:8]2[cH:9][c:10]([O:14][CH3:15])[cH:11][cH:12][cH:13]2)[OH:16])[CH2:3][CH2:4][O:5]1. Starting materials: N1=C(C=CC2=CC=CC=C12)COCCCCO (4-(quinolin-2-ylmethoxy)-butan-1-ol), BrCC1=C(OCC#N)C(=CC(=C1)Cl)C ((2-bromomethyl-4-chloro-6-methyl-phenoxy)-acetonitrile). The product is ClC1=CC(=C(OCC#N)C(=C1)COCCCCOCC1=NC2=CC=CC=C2C=C1)C ({4-Chloro-2-methyl-6-[4-(quinolin-2-ylmethoxy)-butoxymethyl]-phenoxy}-acetonitrile). RXN SMILES: [N:1]1[C:10]2[C:5](=[CH:6][CH:7]=[CH:8][CH:9]=2)[CH:4]=[CH:3][C:2]=1[CH2:11][O:12][CH2:13][CH2:14][CH2:15][CH2:16][OH:17].Br[CH2:19][C:20]1[CH:29]=[C:28]([Cl:30])[CH:27]=[C:26]([CH3:31])[C:21]=1[O:22][CH2:23][C:24]#[N:25]>>[Cl:30][C:28]1[CH:27]=[C:26]([CH2:31][O:17][CH2:16][CH2:15][CH2:14][CH2:13][O:12][CH2:11][C:2]2[CH:3]=[CH:4][C:5]3[C:10](=[CH:9][CH:8]=[CH:7][CH:6]=3)[N:1]=2)[C:21]([O:22][CH2:23][C:24]#[N:25])=[C:20]([CH3:19])[CH:29]=1. Procedure details: MS (ESI) 424 (M+H)+. Prepared from 4-(quinolin-2-ylmethoxy)-butan-1-ol (EXAMPLE-34b) and (2-bromomethyl-4-chloro-6-methyl-phenoxy)-acetonitrile. Reactants: CC(C)(C)OC(=O)N1CC(NC2CCN(C(=O)OCc3ccccc3)C2)C1, CCO, [H][H]. The product is CC(C)(C)OC(=O)N1CC(NC2CCNC2)C1. Reaction SMILES: [C:1]([CH3:2])([CH3:3])([CH3:4])[O:5][C:6](=[O:7])[N:8]1[CH2:9][CH:10]([NH:12][CH:13]2[CH2:14][N:15]([C:18]([O:19][CH2:20][c:21]3[cH:22][cH:23][cH:24][cH:25][cH:26]3)=[O:27])[CH2:16][CH2:17]2)[CH2:11]1.[CH3:30][CH2:31][OH:32].[H:28][H:29]>>[C:1]([CH3:2])([CH3:3])([CH3:4])[O:5][C:6](=[O:7])[N:8]1[CH2:9][CH:10]([NH:12][CH:13]2[CH2:14][NH:15][CH2:16][CH2:17]2)[CH2:11]1. Reactants: COC(C1=C(C(=CC(=C1)Br)C)N(CC=1C=NC=CC1)S(=O)(=O)C1=CC=C(C=C1)OC)=O (5-Bromo-2-[(4-methoxy-benzenesulfonyl)-pyridin-3-ylmethyl-amino]-3-methyl-benzoic acid methyl ester), ClC1=CC=C(S1)B(O)O (5-chlorothiophene-2-boronic acid). Yields the product COC(C1=C(C(=CC(=C1)C=1SC(=CC1)Cl)C)N(CC=1C=NC=CC1)S(=O)(=O)C1=CC=C(C=C1)OC)=O (5-(5-Chloro-thiophen-2-yl)-2-[(4-methoxy-benzenesulfonyl)-pyridin-3-ylmethyl-amino]-3-methyl-benzoic acid methyl ester). Isolated yield 61.1%. As a reaction SMILES: [CH3:1][O:2][C:3](=[O:31])[C:4]1[CH:9]=[C:8](Br)[CH:7]=[C:6]([CH3:11])[C:5]=1[N:12]([S:20]([C:23]1[CH:28]=[CH:27][C:26]([O:29][CH3:30])=[CH:25][CH:24]=1)(=[O:22])=[O:21])[CH2:13][C:14]1[CH:15]=[N:16][CH:17]=[CH:18][CH:19]=1.[Cl:32][C:33]1[S:37][C:36](B(O)O)=[CH:35][CH:34]=1>>[CH3:1][O:2][C:3](=[O:31])[C:4]1[CH:9]=[C:8]([C:36]2[S:37][C:33]([Cl:32])=[CH:34][CH:35]=2)[CH:7]=[C:6]([CH3:11])[C:5]=1[N:12]([S:20]([C:23]1[CH:28]=[CH:27][C:26]([O:29][CH3:30])=[CH:25][CH:24]=1)(=[O:22])=[O:21])[CH2:13][C:14]1[CH:15]=[N:16][CH:17]=[CH:18][CH:19]=1. Procedure: In the same manner as described in Example 241, 505 mg (1.0 mmol) of the product of Example 89 and 357 mg (2.2 mmol) of 5-chlorothiophene-2-boronic acid provided 332 mg (61%) of the desired product as an yellow solid. Electrospray Mass Spec 543 (M+H).